From a dataset of the Open Reaction Database (ORD), a public repository of structured organic reaction records. describe an organic reaction: reactants, conditions, products, and yield The reactants are CC(=O)C1=CC2=C(C=C1)OCO2 (3,4-methylenedioxy-acetophenone), [N+](=O)(O)[O-] (HNO3), ice, CCOC(=O)C (EtOAc). Solvent: C(C)(=O)O (acetic acid), CCCCCC (hexane). Yields the product CC(=O)C1=CC2=C(C=C1[N+](=O)[O-])OCO2 (4.5-methylenedioxy-2-nitroacetophenone). As a reaction SMILES: [CH3:1][C:2]([C:4]1[CH:9]=[CH:8][C:7]2[O:10][CH2:11][O:12][C:6]=2[CH:5]=1)=[O:3].[N+:13]([O-])([OH:15])=[O:14].CCOC(C)=O>C(O)(=O)C.CCCCCC>[CH3:1][C:2]([C:4]1[C:9]([N+:13]([O-:15])=[O:14])=[CH:8][C:7]2[O:10][CH2:11][O:12][C:6]=2[CH:5]=1)=[O:3]. Procedure details: A solution of 50 g (0.305 mole) 3,4-methylenedioxy-acetophenone (Aldrich) in 200 mL glacial acetic acid was added dropwise over 30 minutes to 700 mL of cold (2-4° C.) 70% HNO3 with stirring (NOTE: the reaction will overheat without external cooling from an ice bath, which can be dangerous and lead to side products). At temperatures below 0° C., however, the reaction can be sluggish. A temperature of 3-5° C. seems to be optimal). The mixture was left stirring for another 60 minutes at 3-5° C., an... Reactants: CN1CCN(CC1)CC=1C=CC2=C(N(C=N2)C2=CC(=C(S2)C(=O)OC)O[C@H](C)C2=C(C=CC=C2)C(F)(F)F)C1 (methyl 5-{6-[(4-methyl-1-piperazinyl)methyl]-1H-benzimidazol-1-yl}-3-({(1R)-1-[2-(trifluoromethyl)phenyl]ethyl}oxy)-2-thiophenecarboxylate), C(=O)N (Formamide), C[O-].[Na+] (sodium methoxide), CO (MeOH). Solvent: CCOC(=O)C (EtOAc), O (H2O), C1CCOC1 (THF), C1(=CC=CC=C1)C (toluene). Reaction conditions: temperature 20 celsius. The product is CN1CCN(CC1)CC=1C=CC2=C(N(C=N2)C2=CC(=C(S2)C(=O)N)O[C@H](C)C2=C(C=CC=C2)C(F)(F)F)C1 (5-{6-[(4-Methylpiperazin-1-yl)methyl]-1H-benzimidazol-1-yl}-3-{(1R)-1-[2-(trifluoromethyl)phenyl]ethoxy}thiophene-2-carboxamide). Reaction SMILES: [CH:1]([NH2:3])=[O:2].C[O-].[Na+].CO.[CH3:9][N:10]1[CH2:15][CH2:14][N:13]([CH2:16][C:17]2[CH:18]=[CH:19][C:20]3[N:24]=[CH:23][N:22]([C:25]4[S:29][C:28](C(OC)=O)=[C:27]([O:34][C@@H:35]([C:37]5[CH:42]=[CH:41][CH:40]=[CH:39][C:38]=5[C:43]([F:46])([F:45])[F:44])[CH3:36])[CH:26]=4)[C:21]=3[CH:47]=2)[CH2:12][CH2:11]1>C1COCC1.C1(C)C=CC=CC=1.CCOC(C)=O.O>[CH3:9][N:10]1[CH2:15][CH2:14][N:13]([CH2:16][C:17]2[CH:18]=[CH:19][C:20]3[N:24]=[CH:23][N:22]([C:25]4[S:29][C:28]([C:1]([NH2:3])=[O:2])=[C:27]([O:34][C@@H:35]([C:37]5[CH:42]=[CH:41][CH:40]=[CH:39][C:38]=5[C:43]([F:45])([F:44])[F:46])[CH3:36])[CH:26]=4)[C:21]=3[CH:47]=2)[CH2:12][CH2:11]1 |f:1.2|. Procedure: Formamide (1.08 mL, 26.5 mmol) followed by 25% w/w sodium methoxide in MeOH (1.82 mL, 7.6 mmol) are added to a solution of methyl 5-{6-[(4-methyl-1-piperazinyl)methyl]-1H-benzimidazol-1-yl}-3-({(1R)-1-[2-(trifluoromethyl)phenyl]ethyl}oxy)-2-thiophenecarboxylate (5.0 g, 8.95 mmol) in THF (50 mL) and toluene (10 mL) at room temperature. The reaction mixture is heated at ca 65° C. for about 18 h and then cooled to ca 30° C. The reaction mixture is diluted with EtOAc (25 mL) and H2O (25 mL) and then... The reactants are C1(=CC=CC=C1)C1C(NCCN1)=O (3-phenyl-2-piperazinone), C([O-])([O-])=O.[K+].[K+] (potassium carbonate), ClC1=CC=C(C(CBr)=O)C=C1 (4-chlorophenacyl bromide). Run in ClCCl (dichloromethane). The product is C1(=CC=CC=C1)C1C(NCCN1CC(=O)C1=CC=C(C=C1)Cl)=O (3-phenyl-4-(4-chlorophenacyl)-2-piperazinone). The yield is 85.3%. Reaction SMILES: [C:1]1([CH:7]2[NH:12][CH2:11][CH2:10][NH:9][C:8]2=[O:13])[CH:6]=[CH:5][CH:4]=[CH:3][CH:2]=1.C(=O)([O-])[O-].[K+].[K+].[Cl:20][C:21]1[CH:30]=[CH:29][C:24]([C:25](=[O:28])[CH2:26]Br)=[CH:23][CH:22]=1>ClCCl>[C:1]1([CH:7]2[N:12]([CH2:26][C:25]([C:24]3[CH:29]=[CH:30][C:21]([Cl:20])=[CH:22][CH:23]=3)=[O:28])[CH2:11][CH2:10][NH:9][C:8]2=[O:13])[CH:2]=[CH:3][CH:4]=[CH:5][CH:6]=1 |f:1.2.3|. Procedure: A stirred mixture of 58.0 g (0.33 mol) of 3-phenyl-2-piperazinone, 85 g (0.62 mol) of blended potassium carbonate, and 76.9 g (0.33 mol) of 4-chlorophenacyl bromide in 400 ml of dichloromethane was heated at reflux for 12 hours. The mixture was cooled to ambient temperature, filtered, and the solid washed thoroughly with dichloromethane. The filtrate was concentrated to dryness, isopropanol added and stirred, the solid collected by filtration, washed thoroughly with isopropanol and dried in a va... Reactants: COc3ccc2cc(c1ccccc1C)ccc2c3 (substrate), Cn2cnc1ccccc12 (effective_coupling_partner). Reagents/catalysts: CDC. Conditions: temperature 90 celsius, time 16 hour. The product is Cc1ccccc1c5ccc4cc(c3nc2ccccc2n3C)ccc4c5. Starting materials: [BH4-].[Na+] (sodium borohydride), CN1C(=NC=C1C=O)C (1,2-dimethyl-1H-imidazole-5-carbaldehyde). Solvent: CO (methanol), CO (methanol). Conditions: time 8 hour. Product: CN1C(=NC=C1CO)C ((1,2-dimethyl-1H-imidazol-5-yl)methanol). As a reaction SMILES: [BH4-].[Na+].[CH3:3][N:4]1[C:8]([CH:9]=[O:10])=[CH:7][N:6]=[C:5]1[CH3:11]>CO>[CH3:3][N:4]1[C:8]([CH2:9][OH:10])=[CH:7][N:6]=[C:5]1[CH3:11] |f:0.1|. Procedure: To a solution of sodium borohydride (457 mg, 12.1 mmol) in methanol (25 mL) was added a solution of 1,2-dimethyl-1H-imidazole-5-carbaldehyde (1.0 g, 8.1 mmol) in methanol (10 mL) at 0° C. The mixture was stirred overnight at room temperature. The solvent was evaporated, and crude (1,2-dimethyl-1H-imidazol-5-yl)methanol was obtained and used in the next step without purification; 1H NMR (400 MHz, DMSO-d6): δ 2.22 (s, 3H), 3.45 (s, 3H), 4.34 (s, 2H), 5.05 (bs, 1H), 6.57 (s, 1H). The reactants are ClC1=NC=NC(=C1)Cl (4,6-dichloropyrimidine), OCCN1CCOCC1 (N-(2-hydroxyethyl)morpholine), C([O-])([O-])=O.[K+].[K+] (potassium carbonate). The solvent is C(C)#N (acetonitrile). Conditions: time 15 hour. Yields the product ClC1=CC(=NC=N1)OCCN1CCOCC1 (4-{2-[(6-Chloropyrimidin-4-yl)oxy]ethyl}morpholine). Yield: 321.4%. As a reaction SMILES: Cl[C:2]1[CH:7]=[C:6]([Cl:8])[N:5]=[CH:4][N:3]=1.[OH:9][CH2:10][CH2:11][N:12]1[CH2:17][CH2:16][O:15][CH2:14][CH2:13]1.C(=O)([O-])[O-].[K+].[K+]>C(#N)C>[Cl:8][C:6]1[N:5]=[CH:4][N:3]=[C:2]([O:9][CH2:10][CH2:11][N:12]2[CH2:17][CH2:16][O:15][CH2:14][CH2:13]2)[CH:7]=1 |f:2.3.4|. Procedure: A mixture of 4,6-dichloropyrimidine (1.0 g, 6.7 mmol), N-(2-hydroxyethyl)morpholine (0.79 g, 0.60 mmol), and potassium carbonate (2.8 g, 20 mmol) in acetonitrile (5 mL) was stirred at room temperature for 15 h. The solvent was removed in vacuo and the residue was purified on a silica gel column using a gradient dichloromethane/methanol, (100:1 to 2:1), as the eluent to give 0.47 g (32% yield) of the yellow title compound: 1H NMR (CDCl3, 400 MHz) δ 8.48 (s, 1H), 6.72 (s, 1H), 4.45 (t, J=6 Hz, 2H)... The reactants are Cl (HCl), C1(=CC=CC=C1)OC (anisole), N1C=C(C2=CC=CC=C12)C[C@@H](C1=NN=NN1)NC(OC(C)(C)C)=O ((S)-[2-(1H-indol-3-yl)-1-(1 H-tetrazol-5-yl)ethyl]carbamic acid, 1,1-dimethylethyl ester). Solvent: C(C)(=O)OCC (ethyl acetate), C(C)(=O)OCC (Ethyl acetate). Run at time 1 hour. The product is Cl.N1N=NN=C1[C@H](CC1=CNC2=CC=CC=C12)N ((S)-α-(1 H-Tetrazol-5-yl)-1 H-indol-3-ethanamine, hydrochloride). Reaction SMILES: [ClH:1].C1(OC)C=CC=CC=1.[NH:10]1[C:18]2[C:13](=[CH:14][CH:15]=[CH:16][CH:17]=2)[C:12]([CH2:19][C@H:20]([NH:26]C(=O)OC(C)(C)C)[C:21]2[NH:25][N:24]=[N:23][N:22]=2)=[CH:11]1>C(OCC)(=O)C>[ClH:1].[NH:25]1[C:21]([C@@H:20]([NH2:26])[CH2:19][C:12]2[C:13]3[C:18](=[CH:17][CH:16]=[CH:15][CH:14]=3)[NH:10][CH:11]=2)=[N:22][N:23]=[N:24]1 |f:4.5|. Procedure: Ethyl acetate (30 mL) was saturated with HCl gas at 0° C. at which point anisole (7.4 mL) was added followed by (S)-[2-(1H-indol-3-yl)-1-(1 H-tetrazol-5-yl)ethyl]carbamic acid, 1,1-dimethylethyl ester (1.24 g., 3.77 mmol.) dissolved in ethyl acetate (7 mL). The resulting solution was stirred at 0° for one hour at which time TLC showed that no starting material remained. The reaction mixture was evaporated and chased with methylene chloride and ether and finally pumped to 0.95 g. of (S)-α-(1 H-te... The reactants are CS(=O)(=O)Cl, ClCCl, Nc1cccc(C2C3CN(CCCc4ccccc4)CC32)c1, c1ccncc1. As a reaction SMILES: [CH3:29][S:30](=[O:31])(=[O:32])[Cl:33].[Cl:34][CH2:35][Cl:36].[c:1]1([CH2:7][CH2:8][CH2:9][N:10]2[CH2:11][CH:12]3[CH:13]([c:16]4[cH:17][c:18]([NH2:22])[cH:19][cH:20][cH:21]4)[CH:14]3[CH2:15]2)[cH:2][cH:3][cH:4][cH:5][cH:6]1.[cH:23]1[cH:24][cH:25][n:26][cH:27][cH:28]1>>[c:1]1([CH2:7][CH2:8][CH2:9][N:10]2[CH2:11][CH:12]3[CH:13]([c:16]4[cH:17][c:18]([NH:22][S:30]([CH3:29])(=[O:31])=[O:32])[cH:19][cH:20][cH:21]4)[CH:14]3[CH2:15]2)[cH:2][cH:3][cH:4][cH:5][cH:6]1. The product is CS(=O)(=O)Nc1cccc(C2C3CN(CCCc4ccccc4)CC32)c1.